The task is: describe an organic reaction: reactants, conditions, products, and yield. This data is from the Open Reaction Database (ORD), a public repository of structured organic reaction records. Starting materials: N[C@H]1[C@@H]2N(C(=C(CS2)COC(N)=O)C(=O)O)C1=O (7β-amino-3-carbamoyloxymethyl-3-cephem-4-carboxylic acid), C[Si](NC(C)=O)(C)C (N-trimethylsilylacetamide), C[Si](C)(C)C(C(=O)N)[Si](C)(C)C (bis(trimethylsilyl)acetamide), C([O-])(O)=O.[Na+] (sodium bicarbonate), C1(CC1)ON=C(C(=O)O)C=1N=C(SC1)NC=O (2-cyclopropyloxyimino-2-(2-formamidothiazol-4-yl)acetic acid), P(=O)(Cl)(Cl)Cl (Phosphorus oxychloride), ice water. Run in O1CCCC1 (tetrahydrofuran), CN(C=O)C (N,N-dimethylformamide). Run at time 10 minute. Yields the product C1(CC1)ON=C(C(=O)N[C@H]1[C@@H]2N(C(=C(CS2)COC(N)=O)C(=O)O)C1=O)C=1N=C(SC1)NC=O (7β-[2-cyclopropyloxyimino-2-(2-formamidothiazol-4-yl)acetamido]-3-carbamoyloxymethyl-3-cephem-4-carboxylic acid). The yield is 93.8%. As a reaction SMILES: P(Cl)(Cl)(Cl)=O.[CH:6]1([O:9][N:10]=[C:11]([C:15]2[N:16]=[C:17]([NH:20][CH:21]=[O:22])[S:18][CH:19]=2)[C:12]([OH:14])=O)[CH2:8][CH2:7]1.[NH2:23][C@@H:24]1[C:39](=[O:40])[N:26]2[C:27]([C:36]([OH:38])=[O:37])=[C:28]([CH2:31][O:32][C:33](=[O:35])[NH2:34])[CH2:29][S:30][C@H:25]12.C[Si](C)(C)NC(=O)C.C[Si](C([Si](C)(C)C)C(N)=O)(C)C.C(=O)(O)[O-].[Na+]>O1CCCC1.CN(C)C=O>[CH:6]1([O:9][N:10]=[C:11]([C:15]2[N:16]=[C:17]([NH:20][CH:21]=[O:22])[S:18][CH:19]=2)[C:12]([NH:23][C@@H:24]2[C:39](=[O:40])[N:26]3[C:27]([C:36]([OH:38])=[O:37])=[C:28]([CH2:31][O:32][C:33](=[O:35])[NH2:34])[CH2:29][S:30][C@H:25]23)=[O:14])[CH2:7][CH2:8]1 |f:5.6|. Procedure details: Phosphorus oxychloride (0.53 ml) was dropwise added to N,N-dimethylformamide (0.42 ml) under ice-cooling. After stirring for 10 minutes at the same temperature, the mixture was cooled until a precipitate appeared. To the suspension was added 2-cyclopropyloxyimino-2-(2-formamidothiazol-4-yl)acetic acid (syn isomer) (1.12 g). The mixture was stirred at the same temperature for 30 minutes to give an activated acid solution. On the other hand, a mixture of 7β-amino-3-carbamoyloxymethyl-3-cephem-4-ca...